This data is from the Open Reaction Database (ORD), a public repository of structured organic reaction records. The task is: describe an organic reaction: reactants, conditions, products, and yield Reactants: ClCCl, CCc1cc(Cl)c(C)c(Oc2c(C)cc(C)cc2C)[n+]1[O-]. Product: CCc1cc(Cl)c(C)c(Oc2c(C)cc(C)cc2C)n1. As a reaction SMILES: [CH2:22]([Cl:23])[Cl:24].[Cl:1][c:2]1[c:3]([CH3:21])[c:4]([O:11][c:12]2[c:13]([CH3:20])[cH:14][c:15]([CH3:19])[cH:16][c:17]2[CH3:18])[n+:5]([O-:10])[c:6]([CH2:8][CH3:9])[cH:7]1>>[Cl:1][c:2]1[c:3]([CH3:21])[c:4]([O:11][c:12]2[c:13]([CH3:20])[cH:14][c:15]([CH3:19])[cH:16][c:17]2[CH3:18])[n:5][c:6]([CH2:8][CH3:9])[cH:7]1. Starting materials: ClC1=C(C2=C(CCNCC2)C=C1)SCCCC=1C=C2C(C(NC2=CC1)=O)(C)C (7-chloro-6-[3-(3,3-dimethyl-2-oxo-2,3-dihydro-1H-indol-5-yl)-propylthio]-2,3,4,5-tetrahydro-1H-benzo[d]azepine), C(CCC(=O)O)(=O)O (succinic acid), resultant suspension. The solvent is C(C)OCC (diethyl ether), CO (methanol). Reaction conditions: time 2 hour. Yields the product C(CCC(=O)O)(=O)O.ClC1=C(C2=C(CCNCC2)C=C1)SCCCC=1C=C2C(C(NC2=CC1)=O)(C)C (7-Chloro-6-[3-(3,3-dimethyl-2-oxo-2,3-dihydro-1H-indol-5-yl)-propylthio]-2,3,4,5-tetrahydro-1H-benzo[d]azepine Succinate). As a reaction SMILES: [Cl:1][C:2]1[CH:12]=[CH:11][C:5]2[CH2:6][CH2:7][NH:8][CH2:9][CH2:10][C:4]=2[C:3]=1[S:13][CH2:14][CH2:15][CH2:16][C:17]1[CH:18]=[C:19]2[C:23](=[CH:24][CH:25]=1)[NH:22][C:21](=[O:26])[C:20]2([CH3:28])[CH3:27].[C:29]([OH:36])(=[O:35])[CH2:30][CH2:31][C:32]([OH:34])=[O:33]>C(OCC)C.CO>[C:29]([OH:36])(=[O:35])[CH2:30][CH2:31][C:32]([OH:34])=[O:33].[Cl:1][C:2]1[CH:12]=[CH:11][C:5]2[CH2:6][CH2:7][NH:8][CH2:9][CH2:10][C:4]=2[C:3]=1[S:13][CH2:14][CH2:15][CH2:16][C:17]1[CH:18]=[C:19]2[C:23](=[CH:24][CH:25]=1)[NH:22][C:21](=[O:26])[C:20]2([CH3:28])[CH3:27] |f:4.5|. Procedure details: Dissolve 7-chloro-6-[3-(3,3-dimethyl-2-oxo-2,3-dihydro-1H-indol-5-yl)-propylthio]-2,3,4,5-tetrahydro-1H-benzo[d]azepine (101 mg, 0.24 mmol) in a mixture of diethyl ether (3 mL) and methanol (2 mL). Add succinic acid (28.7 mg, 0.24 mmol) and allow the resultant suspension to stir at ambient temperature for 2 h. Concentrate in vacuo and dry the residue in a vacuum oven to afford the title compound as a white solid. MS (ES+) m/z: 415 (M+H)+.